From a dataset of the Open Reaction Database (ORD), a public repository of structured organic reaction records. describe an organic reaction: reactants, conditions, products, and yield Starting materials: NC=1C=C2C(=C(C=NC2=C(C1)CN(C)C)C#N)NC1=CC(=CC=C1)Br (6-amino-4-[(3-bromophenyl)amino]-8-dimethylaminomethyl-3-quinolinecarbonitrile), C(C)(C)N(C(C)C)CC (N,N-diisopropylethylamine), C(C=C)(=O)Cl (acryloyl chloride). Run in C([O-])(O)=O.[Na+] (sodium bicarbonate), C1CCOC1 (THF). Conditions: temperature 0 celsius, time 3 hour. Product: BrC=1C=C(C=CC1)NC1=C(C=NC2=C(C=C(C=C12)NC(C=C)=O)CN(C)C)C#N (N-{4-[(3-Bromophenyl)amino]-3-cyano-8-dimethylaminomethyl-6-quinolinyl}-2-propenamide). As a reaction SMILES: [NH2:1][C:2]1[CH:3]=[C:4]2[C:9](=[C:10]([CH2:12][N:13]([CH3:15])[CH3:14])[CH:11]=1)[N:8]=[CH:7][C:6]([C:16]#[N:17])=[C:5]2[NH:18][C:19]1[CH:24]=[CH:23][CH:22]=[C:21]([Br:25])[CH:20]=1.C(N(CC)C(C)C)(C)C.[C:35](Cl)(=[O:38])[CH:36]=[CH2:37]>C1COCC1.C(=O)(O)[O-].[Na+]>[Br:25][C:21]1[CH:20]=[C:19]([NH:18][C:5]2[C:4]3[C:9](=[C:10]([CH2:12][N:13]([CH3:14])[CH3:15])[CH:11]=[C:2]([NH:1][C:35](=[O:38])[CH:36]=[CH2:37])[CH:3]=3)[N:8]=[CH:7][C:6]=2[C:16]#[N:17])[CH:24]=[CH:23][CH:22]=1 |f:4.5|. Reported procedure: To a stirred solution of 6-amino-4-[(3-bromophenyl)amino]-8-dimethylaminomethyl-3-quinolinecarbonitrile (0.20 g, 0.50 mmol) and N,N-diisopropylethylamine (0.13 ml, 0.75 mmol) in 3.4 ml of THF at 0° C. was added acryloyl chloride (0.045 ml, 0.55 mmol) during 5 m. After stirring for 3 h at 0° C. the mixture was diluted with sodium bicarbonate solution. The resulting solid was filtered off, washed with water, dried, and subjected to chromatography on silica gel with methylene chloride-ethyl acetate... The reactants are crude product, COC1=C(CN2C[C@@H]([C@H](C2=O)C)C(=O)O)C=CC(=C1)OC ((3R,4R)-1-(2,4-dimethoxybenzyl)-4-methyl-5-oxopyrrolidine-3-carboxylic acid), C1(=CC=CC=C1)OC (anisole). Solvent: FC(C(=O)O)(F)F (trifluoroacetic acid). Reaction conditions: temperature 80 celsius, time 5 hour. Product: C[C@@H]1[C@H](CNC1=O)C(=O)O ((3R,4R)-4-Methyl-5-oxopyrrolidine-3-carboxylic acid). Yield: 56.3%. Reaction SMILES: COC1C=C(OC)C=CC=1C[N:6]1[C:10](=[O:11])[C@H:9]([CH3:12])[C@@H:8]([C:13]([OH:15])=[O:14])[CH2:7]1.C1(OC)C=CC=CC=1>FC(F)(F)C(O)=O>[CH3:12][C@H:9]1[C:10](=[O:11])[NH:6][CH2:7][C@@H:8]1[C:13]([OH:15])=[O:14]. Procedure: To a crude product of (3R,4R)-1-(2,4-dimethoxybenzyl)-4-methyl-5-oxopyrrolidine-3-carboxylic acid (8.11 g) were added anisole (3.76 ml) and trifluoroacetic acid (40 ml), and the mixture was stirred at 80° C. for 5 hours. This reaction solution was cooled to room temperature, and concentrated under reduced pressure. To the resulting residue was added diisopropyl ether, and the mixture was stirred. The insoluble substance was collected by filtration, and dried under reduced pressure to give a crud... RXN SMILES: Cl[C:2]1[C:11]2[C:6](=[C:7]([OH:12])[CH:8]=[CH:9][CH:10]=2)[N:5]=[C:4]([CH3:13])[CH:3]=1.O.[NH2:15][NH2:16]>O1CCOCC1>[NH:15]([C:2]1[C:11]2[C:6](=[C:7]([OH:12])[CH:8]=[CH:9][CH:10]=2)[N:5]=[C:4]([CH3:13])[CH:3]=1)[NH2:16] |f:1.2|. Product: N(N)C1=CC(=NC2=C(C=CC=C12)O)C (4-Hydrazino-2-methyl-quinolin-8-ol). Starting materials: ClC1=CC(=NC2=C(C=CC=C12)O)C (4-chloro-2-methyl-quinolin-8-ol), O.NN (hydrazine monohydrate). Procedure details: A mixture of 4-chloro-2-methyl-quinolin-8-ol (0.10 g, 0.51 mmol) and hydrazine monohydrate (0.75 mL, 15 mmol) in dioxane (10 mL) was heated to reflux for 4 d. The solvent was removed in vacuo and the residue was purified by flash chromatography on silica gel (elution with DCM/methanol/conc. aqueous NH3 5:1:0.033) to give the title compound. MS (m/z): 190.1 [M+H+]. Solvent: O1CCOCC1 (dioxane). The reactants are Brc1ccc(Br)nc1, CN(C)C=O, [H-], [Na+], O, Sc1ccccc1. Yields the product Brc1ccc(Sc2ccccc2)nc1. RXN SMILES: [Br:15][c:16]1[n:17][cH:18][c:19]([Br:22])[cH:20][cH:21]1.[CH3:1][N:2]([CH3:3])[CH:4]=[O:5].[H-:13].[Na+:14].[OH2:23].[SH:6][c:7]1[cH:8][cH:9][cH:10][cH:11][cH:12]1>>[S:6]([c:7]1[cH:8][cH:9][cH:10][cH:11][cH:12]1)[c:16]1[n:17][cH:18][c:19]([Br:22])[cH:20][cH:21]1. Reactants: O=C1OC(C2C3C=CC(C12)C3)NC(C(=O)[O-])CC(C)C (α[(1-oxo-3a,4,7,7a-tetrahydro-1H,3H-4,7-methano-isobenzofuran-3-yl)-amino]-isohexanoate), Cl (hydrochloric acid). Solvent: O (water), O (water). Reaction conditions: temperature 20 celsius, time 1 hour. Product: Cl.C(C1=CC=CC=C1)N[C@@H](CC(C)C)C(=O)O (benzyl L-leucine hydrochloride). Reaction SMILES: O=C1[CH:10]2[CH:5]([CH:6]3C[CH:9]2[CH:8]=[CH:7]3)[CH:4]([NH:12][CH:13]([CH2:17][CH:18]([CH3:20])[CH3:19])[C:14]([O-:16])=[O:15])O1.[ClH:21]>O>[ClH:21].[CH2:4]([NH:12][C@H:13]([C:14]([OH:16])=[O:15])[CH2:17][CH:18]([CH3:20])[CH3:19])[C:5]1[CH:10]=[CH:9][CH:8]=[CH:7][CH:6]=1 |f:3.4|. Procedure: A mixture of 1 g of the product of Example 2, 8 ml of demineralized water and 0.8 ml of hydrochloric acid was stirred at 20° C. for one hour and was then heated at 60° C. for one hour and was cooled at 20° C. The mixture was diluted with 15 ml of water and was then extracted with methylene chloride. The organic phase was washed with aqueous N sodium hydroxide solution and with water until the wash water was neutral, dried and evaporated to dryness under reduced pressure. The residue was taken up... Reactants: O=C(NCc1cn(-c2ccccc2F)c2cc(F)ccc2c1=O)c1ccc(Cl)nc1, O=S1(=O)CCNCC1. The product is O=C(NCc1cn(-c2ccccc2F)c2cc(F)ccc2c1=O)c1ccc(N2CCS(=O)(=O)CC2)nc1. As a reaction SMILES: [Cl:1][c:2]1[n:3][cH:4][c:5]([C:6](=[O:7])[NH:8][CH2:9][c:10]2[cH:11][n:12](-[c:22]3[c:23]([F:28])[cH:24][cH:25][cH:26][cH:27]3)[c:13]3[cH:14][c:15]([F:21])[cH:16][cH:17][c:18]3[c:19]2=[O:20])[cH:29][cH:30]1.[S:31]1(=[O:37])(=[O:38])[CH2:32][CH2:33][NH:34][CH2:35][CH2:36]1>>[c:2]1([N:34]2[CH2:33][CH2:32][S:31](=[O:37])(=[O:38])[CH2:36][CH2:35]2)[n:3][cH:4][c:5]([C:6](=[O:7])[NH:8][CH2:9][c:10]2[cH:11][n:12](-[c:22]3[c:23]([F:28])[cH:24][cH:25][cH:26][cH:27]3)[c:13]3[cH:14][c:15]([F:21])[cH:16][cH:17][c:18]3[c:19]2=[O:20])[cH:29][cH:30]1.